The task is: describe an organic reaction: reactants, conditions, products, and yield. This data is from the Open Reaction Database (ORD), a public repository of structured organic reaction records. Reactants: S1C2=C(C=C1)C(=CC=C2)C(CCl)=O (1-(benzo[b]thiophen-4-yl)-2-chloroethan-1-one), N1C(NCC1)=S (2-imidazolidinethione), C(C)O (ethanol). Solvent: C(C)(=O)O (acetic acid). The product is Cl.S1C2=C(C=C1)C(=CC=C2)C=2N1C(SC2)=NCC1 (3-(benzo[b]thiophen-4-yl)-5,6-dihydroimidazo[2,1-b]thiazole hydrochloride). Yield: 107.5%. RXN SMILES: [S:1]1[CH:5]=[CH:4][C:3]2[C:6]([C:10](=O)[CH2:11][Cl:12])=[CH:7][CH:8]=[CH:9][C:2]1=2.[NH:14]1[CH2:18][CH2:17][NH:16][C:15]1=[S:19].C(O)C>C(O)(=O)C>[ClH:12].[S:1]1[CH:5]=[CH:4][C:3]2[C:6]([C:10]3[N:16]4[CH2:17][CH2:18][N:14]=[C:15]4[S:19][CH:11]=3)=[CH:7][CH:8]=[CH:9][C:2]1=2 |f:4.5|. Reported procedure: A mixture of 1-(benzo[b]thiophen-4-yl)-2-chloroethan-1-one (1.15 g), 2-imidazolidinethione (0.57 g), ethanol (10 ml) and acetic acid (6 ml) was heated under reflux for 18 hours then cooled to ambient temperature. The solvents were removed in vacuo and the residue was triturated with ether (30 ml). The resulting solid was collected by filtration, washed with ether (30 ml) and dried in vacuo at 40° C. to give 3-(benzo[b]thiophen-4-yl)-5,6-dihydroimidazo[2,1-b]thiazole hydrochloride (1.73 g) as a c... Starting materials: BrC=1C=C2C(=NC1)NC(=N2)CO (6-bromo-2-hydroxymethyl-3H-imidazo-[4,5-b]pyridine), CI (methyl iodide), [H-].[Na+] (sodium hydride), CI (methyl iodide). Solvent: CN(C=O)C (dimethylformamide). Product: BrC=1C=C2C(=NC1)N(C(=N2)CO)C (6-Bromo-2-hydroxymethyl-3-methyl-3H-imidazo[4,5-b]pyridine). As a reaction SMILES: [Br:1][C:2]1[CH:3]=[C:4]2[N:10]=[C:9]([CH2:11][OH:12])[NH:8][C:5]2=[N:6][CH:7]=1.[H-].[Na+].[CH3:15]I>CN(C)C=O>[Br:1][C:2]1[CH:3]=[C:4]2[N:10]=[C:9]([CH2:11][OH:12])[N:8]([CH3:15])[C:5]2=[N:6][CH:7]=1 |f:1.2|. Reported procedure: A procedure similar to that described in Preparation 15 was repeated, except that the reaction was conducted using 3.00 g of 6-bromo-2-hydroxymethyl-3H-imidazo-[4,5-b]pyridine (prepared as described in Preparation 58), 0.58 g of sodium hydride (as a 55% by weight dispersion in mineral oil), 0.92 ml of methyl iodide and 60 ml of dimethylformamide. After completion of the reaction with methyl iodide, the reaction mixture was freed from dimethylformamide by distillation under reduced pressure. The ... Starting materials: [BH4-], CCOC(=O)N1CCc2sc3c(c2C(C)C1)C(=O)CC3C(F)(F)F, CCO, Cl, [Na+], O, Cl[Sn]Cl. Product: CCOC(=O)N1CCc2sc3c(c2C(C)C1)CCC3C(F)(F)F. Reaction SMILES: [BH4-:25].[CH2:1]([CH3:2])[O:3][C:4](=[O:5])[N:6]1[CH2:7][CH2:8][c:9]2[s:10][c:11]3[c:12]([c:13]2[CH:14]([CH3:16])[CH2:15]1)[C:17](=[O:24])[CH2:18][CH:19]3[C:20]([F:21])([F:22])[F:23].[CH3:31][CH2:32][OH:33].[ClH:27].[Na+:26].[OH2:34].[Sn:28]([Cl:29])[Cl:30]>>[CH2:1]([CH3:2])[O:3][C:4](=[O:5])[N:6]1[CH2:7][CH2:8][c:9]2[s:10][c:11]3[c:12]([c:13]2[CH:14]([CH3:16])[CH2:15]1)[CH2:17][CH2:18][CH:19]3[C:20]([F:21])([F:22])[F:23].